From a dataset of the Open Reaction Database (ORD), a public repository of structured organic reaction records. describe an organic reaction: reactants, conditions, products, and yield The reactants are CO, CCC(C)=O, CN(C)C1(c2ccccc2)CCC(CC(=O)Nc2ccc(F)cc2)CC1, C[Si](C)(C)Cl, O. Product: CN(C)C1(c2ccccc2)CCC(CC(=O)Nc2ccc(F)cc2)CC1, Cl. RXN SMILES: [CH3:33][OH:34].[CH3:35][C:36]([CH2:37][CH3:38])=[O:39].[CH3:7][N:8]([C:9]1([c:26]2[cH:27][cH:28][cH:29][cH:30][cH:31]2)[CH2:10][CH2:11][CH:12]([CH2:15][C:16](=[O:17])[NH:18][c:19]2[cH:20][cH:21][c:22]([F:25])[cH:23][cH:24]2)[CH2:13][CH2:14]1)[CH3:32].[Cl:1][Si:2]([CH3:3])([CH3:4])[CH3:5].[OH2:6]>>[CH3:7][N:8]([C:9]1([c:26]2[cH:27][cH:28][cH:29][cH:30][cH:31]2)[CH2:10][CH2:11][CH:12]([CH2:15][C:16](=[O:17])[NH:18][c:19]2[cH:20][cH:21][c:22]([F:25])[cH:23][cH:24]2)[CH2:13][CH2:14]1)[CH3:32].[ClH:1]. Reactants: ClC1=C(C=C(C=O)C=C1)OCC (4-chloro-3-ethoxy-benzaldehyde), ClC1=C(C=C(C=O)C=C1)OCC (4-chloro-3-ethoxy-benzaldehyde), FC1=C(C=C(C(=O)O)C=C1)O (4-fluoro-3-hydroxy-benzoic acid). Yields the product C(C)OC=1C=C(C=O)C=CC1F (3-Ethoxy-4-fluoro-benzaldehyde). Reaction SMILES: Cl[C:2]1[CH:9]=[CH:8][C:5]([CH:6]=[O:7])=[CH:4][C:3]=1[O:10][CH2:11][CH3:12].[F:13]C1C=CC(C(O)=O)=CC=1O>>[CH2:11]([O:10][C:3]1[CH:4]=[C:5]([CH:8]=[CH:9][C:2]=1[F:13])[CH:6]=[O:7])[CH3:12]. Procedure details: The title compound was prepared according to the procedure described for the synthesis of 4-chloro-3-ethoxy-benzaldehyde (intermediate B2, vide infra) starting from 4-fluoro-3-hydroxy-benzoic acid in 73% overall yield after purification by flash column chromatography on silica eluting with hexane/ethyl acetate (10:1). 1H NMR (300 MHz, DMSO): δ 1.32 (t, J=7.0 Hz, 3H), 4.12 (q, 7.0 Hz, 2H), 7.34-7.41 (m, 1H), 7.47-7.56 (m, 2H), 9.87 (s, 1H). MS (ISP): 186.1 [M+NH4]+. The reactants are C1CCC(CC1)N=C=NC2CCCCC2 (DCC), [N+](=O)([O-])C1=C(C=C(C(=C1)Cl)Cl)CC(=O)O (2-nitro-4,5-dichlorophenylacetic acid), Cl (HCl), O(CC)CC.Cl (Et2O—HCl), crude product, C1CCC(CC1)N=C=NC2CCCCC2 (DCC), [N+](=O)([O-])C1=C(C=C(C(=C1)Cl)Cl)CC(=O)N([C@H]1[C@@H](CCC2=CC=C(C=C12)[N+](=O)[O-])N1CCCC1)C (2-(2-Nitro-4,5-dichlorophenyl)-N-methyl-N-[(±)-trans-2-(1-pyrrolidinyl)-7-nitro-1,2,3,4-tetrahydronaphth-1-yl]acetamide), N1=CC=CC=C1 (pyridine). The product is [N+](=O)([O-])C1=C(C=C(C(=C1)Cl)Cl)CC(=O)N([C@H](CN1CCCC1)C1=CC(=CC=C1)[N+](=O)[O-])C (2-(2-Nitro-4,5-dichlorophenyl)-N-methyl-N-[(1S)-1-(3-nitrophenyl)-2-(1-pyrrolidinyl)ethyl]acetamide), Cl (HCl). RXN SMILES: C1CCC(N=C=NC2CCCCC2)CC1.[N+:16]([C:19]1[CH:24]=[C:23]([Cl:25])[C:22]([Cl:26])=[CH:21][C:20]=1[CH2:27][C:28]([N:30]([CH3:49])[C@@H:31]1[C:40]2[C:35](=[CH:36][CH:37]=[C:38]([N+:41]([O-:43])=[O:42])[CH:39]=2)CC[C@H:32]1[N:44]1[CH2:48][CH2:47][CH2:46][CH2:45]1)=[O:29])([O-:18])=[O:17].[N+](C1C=C([Cl:59])C(Cl)=CC=1CC(O)=O)([O-])=O.N1C=CC=CC=1.Cl.O(CC)CC.Cl>>[N+:16]([C:19]1[CH:24]=[C:23]([Cl:25])[C:22]([Cl:26])=[CH:21][C:20]=1[CH2:27][C:28]([N:30]([CH3:49])[C@@H:31]([C:40]1[CH:35]=[CH:36][CH:37]=[C:38]([N+:41]([O-:43])=[O:42])[CH:39]=1)[CH2:32][N:44]1[CH2:48][CH2:47][CH2:46][CH2:45]1)=[O:29])([O-:18])=[O:17].[ClH:59] |f:5.6|. Procedure details: This compound was prepared via the general DCC/pyr coupling procedure from 8 (0.3690 g, 1.4801 mmol), 2-nitro-4,5-dichlorophenylacetic acid (0.7301 g, 2.920 mmol), DCC(0.6213 g, 3.01 mmol), and pyridine (0.24 mL, 3.01 mmol). The crude product was converted to the HCl salt with Et2O—HCl without chromatography and crystallized from MeOH to yield 13 HCl.(0.3232 g, 42%): m.p. (HCl salt) 165° C. (dec); 1H NMR (HCl salt, DMSO-d6) δ2.0 (br s, 4H, —CH2CH2—), 2.93 (s, 3H, —NCH3), 3.1-4.3 (complex, 6H, 3 ... The reactants are CC(C)O, CSc1nc(N)nc(NCC(=O)Nc2cccc(C(F)(F)F)c2)c1C=O, NN, O. The product is CSc1nc(N)nc(NCC(=O)Nc2cccc(C(F)(F)F)c2)c1C=NN. Reaction SMILES: [CH:30]([OH:31])([CH3:32])[CH3:33].[NH2:1][c:2]1[n:3][c:4]([S:25][CH3:26])[c:5]([CH:23]=[O:24])[c:6]([NH:8][CH2:9][C:10](=[O:11])[NH:12][c:13]2[cH:14][c:15]([C:19]([F:20])([F:21])[F:22])[cH:16][cH:17][cH:18]2)[n:7]1.[NH2:28][NH2:29].[OH2:27]>>[NH2:1][c:2]1[n:3][c:4]([S:25][CH3:26])[c:5]([CH:23]=[N:28][NH2:29])[c:6]([NH:8][CH2:9][C:10](=[O:11])[NH:12][c:13]2[cH:14][c:15]([C:19]([F:20])([F:21])[F:22])[cH:16][cH:17][cH:18]2)[n:7]1. Starting materials: CC1=NC2=C(C=CC=C2C(=C1)Cl)Br (2-methyl-4-chloro-8-bromo-quinoline), C1(=CC=CC=C1)O (phenol), [OH-].[K+] (KOH). Run in C(Cl)Cl (CH2Cl2). Reaction conditions: temperature 120 celsius. Product: CC1=NC2=C(C=CC=C2C(=C1)OC1=CC=CC=C1)Br (2-methyl-4-phenoxy-8-bromo-quinoline), solid. Yield: 85.0%. As a reaction SMILES: [CH3:1][C:2]1[CH:11]=[C:10](Cl)[C:9]2[C:4](=[C:5]([Br:13])[CH:6]=[CH:7][CH:8]=2)[N:3]=1.[C:14]1([OH:20])[CH:19]=[CH:18][CH:17]=[CH:16][CH:15]=1.[OH-].[K+]>C(Cl)Cl>[CH3:1][C:2]1[CH:11]=[C:10]([O:20][C:14]2[CH:19]=[CH:18][CH:17]=[CH:16][CH:15]=2)[C:9]2[C:4](=[C:5]([Br:13])[CH:6]=[CH:7][CH:8]=2)[N:3]=1 |f:2.3|. Procedure: Part B: A mixture of 5.0 g (19.5 mmol) of 2-methyl-4-chloro-8-bromo-quinoline, 18.3 g (195 mmol) of phenol and 2.5 g (87%, 39 mmol) of KOH was heated at 120° C. under nitrogen for 30 min. After cooling 500 ml of CH2Cl2 was added and the mixture was extracted with 250 ml of 1N NaOH. After concentration of the organic layer in vacuo the residue was dissolved in ether and again extracted with 50 ml of 1N NaOH and 50 ml of brine. The organic layer was dried over magnesium sulphate and concentrated i... Reactants: Cl.ClC1=CC=NC2=CC(=C(C=C12)C#N)OCCOC (4-chloro-6-cyano-7-(2-methoxyethoxy)quinoline hydrochloride), ClC1=CC(=C(N)C=C1)F (4-chloro-2-fluoroaniline). The solvent is C(C)(C)O (isopropanol). Yields the product Cl.ClC1=CC(=C(NC2=CC=NC3=CC(=C(C=C23)C#N)OCCOC)C=C1)F (4-(4-chloro-2-fluoroanilino)-6-cyano-7-(2-methoxyethoxy)quinoline hydrochloride). The yield is 98.0%. As a reaction SMILES: Cl.[Cl:2][C:3]1[C:12]2[C:7](=[CH:8][C:9]([O:15][CH2:16][CH2:17][O:18][CH3:19])=[C:10]([C:13]#[N:14])[CH:11]=2)[N:6]=[CH:5][CH:4]=1.[Cl:20][C:21]1[CH:27]=[CH:26][C:24]([NH2:25])=[C:23]([F:28])[CH:22]=1>C(O)(C)C>[ClH:2].[Cl:20][C:21]1[CH:27]=[CH:26][C:24]([NH:25][C:3]2[C:12]3[C:7](=[CH:8][C:9]([O:15][CH2:16][CH2:17][O:18][CH3:19])=[C:10]([C:13]#[N:14])[CH:11]=3)[N:6]=[CH:5][CH:4]=2)=[C:23]([F:28])[CH:22]=1 |f:0.1,4.5|. Procedure details: A mixture of 4-chloro-6-cyano-7-(2-methoxyethoxy)quinoline hydrochloride (300 mg 1 mmol), (prepared as described for the starting material in Example 1), and 4-chloro-2-fluoroaniline (0.5 ml, 3.4 mmol) in isopropanol (20 ml) was heated at reflux for 3 hours. The mixture was allowed to cool, the solid product was collected by filtration, washed with acetone and dried to give 4-(4-chloro-2-fluoroanilino)-6-cyano-7-(2-methoxyethoxy)quinoline hydrochloride (400 mg, 98%). Starting materials: CS(=O)(=O)OCCC(CC#C)(C)C (3,3-dimethylhex-5-ynyl methanesulfonate), C(C)(C)(C)N (tert.butylamine). Yields the product C(C)(C)(C)NCCC(CC#C)(C)C (N-tert-butyl-3,3-dimethylhex-5-yn-1-amine). As a reaction SMILES: CS(O[CH2:6][CH2:7][C:8]([CH3:13])([CH3:12])[CH2:9][C:10]#[CH:11])(=O)=O.[C:14]([NH2:18])([CH3:17])([CH3:16])[CH3:15]>>[C:14]([NH:18][CH2:6][CH2:7][C:8]([CH3:13])([CH3:12])[CH2:9][C:10]#[CH:11])([CH3:17])([CH3:16])[CH3:15]. Procedure: A solution of 1.3 g of 24b in 15 ml of tert.butylamine, was heated in a closed vessel at an oil bath at 70° C. for 4 days. The reaction was concentrated (rotavap, 150 mB, 40° C.) and then diluted with water and acidified with 1N HCl. The organic layer was washed twice with ether. The aqueous phase was made alkaline (2N NaOH) and extracted with diethylether. The organic material was dried and concentrated (100 mm, 40° C.) to give 960 mg of amine 24c, as a colorless oil. NMR (CDCl3) δ 1.00 (s, 6, ... Procedure: 8-Pyridin-4-yl-[1,2,4]triazolo[1,5-a]pyridin-2-ylamine was prepared from 8-bromo-[1,2,4]triazolo[1,5-a]pyridin-2-ylamine (1.0 g, 4.7 mmol) and 4-pyridylboronic acid (0.81 g, 6.6 mmol) in a manner analogous to Step 2c. The product of the reaction was isolated as a pale yellow solid (0.54 g, 54%). MP=209-215° C. 1H NMR (400 MHz, (D3C)2SO, δ, ppm): 8.69 (dd, J=4.8, 1.4 Hz, 2H), 8.65 (dd, J=6.5, 0.8 Hz, 1H), 8.18 (dd, J=4.7, 1.6 Hz, 2H), 7.94 (dd, J=7.5, 0.9 Hz, 1H), 7.03 (t, J=6.8 Hz, 1H), 6.24 (s,... The yield is 54.0%. As a reaction SMILES: Br[C:2]1[C:3]2[N:4]([N:8]=[C:9]([NH2:11])[N:10]=2)[CH:5]=[CH:6][CH:7]=1.[N:12]1[CH:17]=[CH:16][C:15](B(O)O)=[CH:14][CH:13]=1>>[N:12]1[CH:17]=[CH:16][C:15]([C:2]2[C:3]3[N:4]([N:8]=[C:9]([NH2:11])[N:10]=3)[CH:5]=[CH:6][CH:7]=2)=[CH:14][CH:13]=1. The product is N1=CC=C(C=C1)C=1C=2N(C=CC1)N=C(N2)N (8-Pyridin-4-yl-[1,2,4]triazolo[1,5-a]pyridin-2-ylamine), solid. Reactants: BrC=1C=2N(C=CC1)N=C(N2)N (8-bromo-[1,2,4]triazolo[1,5-a]pyridin-2-ylamine), N1=CC=C(C=C1)B(O)O (4-pyridylboronic acid). Reactants: CC1(OB(OC1(C)C)C=1C=C(C=C(C1)C1=NC2=C(N1C1=CC=CC=C1)C=CC=C2)C2=NC1=C(N2C2=CC=CC=C2)C=CC=C1)C (2,2′-(5-(4,4,5,5-tetramethyl-1,3,2-dioxaborolan-2-yl)-1,3-phenylene)bis(1-phenyl-1H-benzo[d]imidazole)), BrC1=CC2=C(OC3=C2C=C(C=C3)Br)C=C1 (2,8-dibromodibenzo[b,d]furan), C([O-])([O-])=O.[K+].[K+] (potassium carbonate), O1CCOCC1 (1,4-dioxane). The reagents and catalysts are [Pd].C1(=CC=CC=C1)P(C1=CC=CC=C1)C1=CC=CC=C1.C1(=CC=CC=C1)P(C1=CC=CC=C1)C1=CC=CC=C1.C1(=CC=CC=C1)P(C1=CC=CC=C1)C1=CC=CC=C1.C1(=CC=CC=C1)P(C1=CC=CC=C1)C1=CC=CC=C1 (tetrakis(triphenylphosphine) palladium(0)). Run in O (water). Reaction conditions: temperature 80 celsius, time 16.5 hour. The product is BrC=1C=CC2=C(C3=C(O2)C=CC(=C3)C=3C=C(C=C(C3)C3=NC2=C(N3C3=CC=CC=C3)C=CC=C2)C2=NC3=C(N2C2=CC=CC=C2)C=CC=C3)C1 (2,2′-(5-(8-bromodibenzo[b,d]furan-2-yl)-1,3-phenylene)bis(1-phenyl-1H-benzo[d]imidazole)). The yield is 55.4%. As a reaction SMILES: CC1(C)C(C)(C)OB([C:9]2[CH:10]=[C:11]([C:30]3[N:34]([C:35]4[CH:40]=[CH:39][CH:38]=[CH:37][CH:36]=4)[C:33]4[CH:41]=[CH:42][CH:43]=[CH:44][C:32]=4[N:31]=3)[CH:12]=[C:13]([C:15]3[N:19]([C:20]4[CH:25]=[CH:24][CH:23]=[CH:22][CH:21]=4)[C:18]4[CH:26]=[CH:27][CH:28]=[CH:29][C:17]=4[N:16]=3)[CH:14]=2)O1.Br[C:47]1[CH:60]=[CH:59][C:50]2[O:51][C:52]3[CH:57]=[CH:56][C:55]([Br:58])=[CH:54][C:53]=3[C:49]=2[CH:48]=1.C(=O)([O-])[O-].[K+].[K+].O1CCOCC1>[Pd].C1(P(C2C=CC=CC=2)C2C=CC=CC=2)C=CC=CC=1.C1(P(C2C=CC=CC=2)C2C=CC=CC=2)C=CC=CC=1.C1(P(C2C=CC=CC=2)C2C=CC=CC=2)C=CC=CC=1.C1(P(C2C=CC=CC=2)C2C=CC=CC=2)C=CC=CC=1.O>[Br:58][C:55]1[CH:56]=[CH:57][C:52]2[O:51][C:50]3[CH:59]=[CH:60][C:47]([C:9]4[CH:14]=[C:13]([C:15]5[N:19]([C:20]6[CH:25]=[CH:24][CH:23]=[CH:22][CH:21]=6)[C:18]6[CH:26]=[CH:27][CH:28]=[CH:29][C:17]=6[N:16]=5)[CH:12]=[C:11]([C:30]5[N:34]([C:35]6[CH:40]=[CH:39][CH:38]=[CH:37][CH:36]=6)[C:33]6[CH:41]=[CH:42][CH:43]=[CH:44][C:32]=6[N:31]=5)[CH:10]=4)=[CH:48][C:49]=3[C:53]=2[CH:54]=1 |f:2.3.4,6.7.8.9.10|. Procedure: A mixture of 2,2′-(5-(4,4,5,5-tetramethyl-1,3,2-dioxaborolan-2-yl)-1,3-phenylene)bis(1-phenyl-1H-benzo[d]imidazole) (3.00 g, 5.10 mmol), 2,8-dibromodibenzo[b,d]furan (1.83 g, 5.61 mmol), tetrakis(triphenylphosphine) palladium(0) (0.30 g, 0.26 mmol), potassium carbonate (2.11 g, 15.30 mmol), 1,4-dioxane (90.00 mL), and water (18.00 mL) was degassed with bubbling argon for 50 min. The reaction mixture was then heated to 80° C. and was stirred overnight (16.5 hours), maintaining an argon atmosphere...